The task is: describe an organic reaction: reactants, conditions, products, and yield. This data is from the Open Reaction Database (ORD), a public repository of structured organic reaction records. Starting materials: C([O-])([O-])=O.[Cs+].[Cs+] (cesium carbonate), BrCC(=O)OCC (ethyl bromoacetate), C1(=CCCCC1)C1=CC(=CN1S(=O)(=O)C1=CC(=CC=C1)O)CN(C(OC(C)(C)C)=O)C (tert-butyl ((5-(cyclohex-1-en-1-yl)-1-((3-hydroxyphenyl)sulfonyl)-1H-pyrrol-3-yl)methyl)(methyl)carbamate). Run in CN(C=O)C (N,N-dimethylformamide). Conditions: time 3 hour. The product is C(C)(C)(C)OC(=O)N(C)CC=1C=C(N(C1)S(=O)(=O)C=1C=C(OCC(=O)OCC)C=CC1)C1=CCCCC1 (ethyl 2-(3-((4-(((tert-butoxycarbonyl)(methyl)amino)methyl)-2-(cyclohex-1-en-1-yl)-1H-pyrrol-1-yl)sulfonyl)phenoxy)acetate). Reaction SMILES: [C:1]1([C:7]2[N:11]([S:12]([C:15]3[CH:20]=[CH:19][CH:18]=[C:17]([OH:21])[CH:16]=3)(=[O:14])=[O:13])[CH:10]=[C:9]([CH2:22][N:23]([CH3:31])[C:24](=[O:30])[O:25][C:26]([CH3:29])([CH3:28])[CH3:27])[CH:8]=2)[CH2:6][CH2:5][CH2:4][CH2:3][CH:2]=1.C(=O)([O-])[O-].[Cs+].[Cs+].Br[CH2:39][C:40]([O:42][CH2:43][CH3:44])=[O:41]>CN(C)C=O>[C:26]([O:25][C:24]([N:23]([CH2:22][C:9]1[CH:8]=[C:7]([C:1]2[CH2:6][CH2:5][CH2:4][CH2:3][CH:2]=2)[N:11]([S:12]([C:15]2[CH:16]=[C:17]([CH:18]=[CH:19][CH:20]=2)[O:21][CH2:39][C:40]([O:42][CH2:43][CH3:44])=[O:41])(=[O:13])=[O:14])[CH:10]=1)[CH3:31])=[O:30])([CH3:27])([CH3:28])[CH3:29] |f:1.2.3|. Procedure: tert-Butyl ((5-(cyclohex-1-en-1-yl)-1-((3-hydroxyphenyl)sulfonyl)-1H-pyrrol-3-yl)methyl)(methyl)carbamate 7d (100 mg, 0.22 mmol) was dissolved in 20 mL of N,N-dimethylformamide, followed by addition of cesium carbonate (146 mg, 0.45 mmol) and ethyl bromoacetate (102 mg, 0.67 mmol), and then the reaction solution was stirred for 3 h. The reaction solution was concentrated under reduced pressure, 50 mL of water was added, and the reaction solution was extracted with ethyl acetate (50 mL×3). The or...